This data is from the Open Reaction Database (ORD), a public repository of structured organic reaction records. The task is: describe an organic reaction: reactants, conditions, products, and yield Starting materials: C1=CC=C2C(=C1)C(=O)C(C2=O)(O)O (ninhydrin), OCC1C2=CC(=CC=C2C=2C=CC(=CC12)N)N (9-Hydroxymethyl-2,7-diaminofluorene), C1(CCCC(=O)O1)=O (glutaric anhydride), amine, C(C)(=O)OCC.CO.C(C)(=O)O (ethyl acetate methanol acetic acid). The solvent is hexanes, O1CCCC1 (tetrahydrofuran). Conditions: temperature 4 celsius, time 4.5 hour. Product: OCC1C2=CC(=CC=C2C=2C=CC(=CC12)NC(CCCC(=O)O)=O)NC(CCCC(=O)O)=O (9-Hydroxymethyl-2,7-di(4-carboxybutyrylamino)fluorene). As a reaction SMILES: [OH:1][CH2:2][CH:3]1[C:15]2[CH:14]=[C:13]([NH2:16])[CH:12]=[CH:11][C:10]=2[C:9]2[C:4]1=[CH:5][C:6]([NH2:17])=[CH:7][CH:8]=2.[C:18]1(=[O:25])[O:24][C:22](=[O:23])[CH2:21][CH2:20][CH2:19]1.C1C=[C:30]2[C:32]([C:34]([OH:38])([OH:37])[C:35](=[O:36])[C:29]2=CC=1)=O.C(OCC)(=O)C.CO.C(O)(=O)C>O1CCCC1>[OH:1][CH2:2][CH:3]1[C:4]2[CH:5]=[C:6]([NH:17][C:35](=[O:36])[CH2:29][CH2:30][CH2:32][C:34]([OH:38])=[O:37])[CH:7]=[CH:8][C:9]=2[C:10]2[C:15]1=[CH:14][C:13]([NH:16][C:18](=[O:25])[CH2:19][CH2:20][CH2:21][C:22]([OH:24])=[O:23])=[CH:12][CH:11]=2 |f:3.4.5|. Reported procedure: 9-Hydroxymethyl-2,7-diaminofluorene (0.38 g, 1.7 mmol) was dissolved in anhydrous tetrahydrofuran (THF) (10 mL) and glutaric anhydride (97%, 2.2 eq, 3.7 mmol, 0.435 g) was added. The reaction was stirred for 4.5 hours and absence of amine was confirmed by TLC (ninhydrin stain, 90:10:3 ethyl acetate/methanol/acetic acid). The reaction mixture was diluted with hexanes (10 mL), filtered and washed with 1:1 THF/hexanes then hexanes. The crude product was dissolved in a minimal amount of methanol (1 ... The reactants are CCOC(=O)C(=O)c1ccc(SC)cc1, C1CCOC1, CC(C)(C)[O-], c1ccc([P+](CCC2CCCCC2)(c2ccccc2)c2ccccc2)cc1, [I-], [K+]. Yields the product CCOC(=O)C(=CCC1CCCCC1)c1ccc(SC)cc1. As a reaction SMILES: [CH2:35]([CH3:36])[O:37][C:38]([C:39](=[O:40])[c:41]1[cH:42][cH:43][c:44]([S:47][CH3:48])[cH:45][cH:46]1)=[O:49].[CH2:50]1[O:51][CH2:52][CH2:53][CH2:54]1.[CH3:1][C:2]([CH3:3])([O-:4])[CH3:5].[CH:8]1([CH2:14][CH2:15][P+:16]([c:17]2[cH:18][cH:19][cH:20][cH:21][cH:22]2)([c:23]2[cH:24][cH:25][cH:26][cH:27][cH:28]2)[c:29]2[cH:30][cH:31][cH:32][cH:33][cH:34]2)[CH2:9][CH2:10][CH2:11][CH2:12][CH2:13]1.[I-:7].[K+:6]>>[CH:8]1([CH2:14][CH:15]=[C:39]([C:38]([O:37][CH2:35][CH3:36])=[O:49])[c:41]2[cH:42][cH:43][c:44]([S:47][CH3:48])[cH:45][cH:46]2)[CH2:9][CH2:10][CH2:11][CH2:12][CH2:13]1.